Dataset: the Open Reaction Database (ORD), a public repository of structured organic reaction records. Task: describe an organic reaction: reactants, conditions, products, and yield Reactants: O1C(CCCC1)OCCC1=CC=C(C=C1)O (4-(2-tetrahydropyran-2-yloxyethyl)phenol), C(=O)([O-])[O-].[K+].[K+] (K2CO3), BrCCCO (3-bromopropanol). The solvent is CC(CC)=O (2-butanone). Product: O1C(CCCC1)OCCC1=CC=C(C=C1)CCCO (1-[2-(tetrahydropyran-2-yloxy)ethyl]-4-(3-hydroxypropy)benzene). Isolated yield 73.6%. As a reaction SMILES: [O:1]1[CH2:6][CH2:5][CH2:4][CH2:3][CH:2]1[O:7][CH2:8][CH2:9][C:10]1[CH:15]=[CH:14][C:13](O)=[CH:12][CH:11]=1.C([O-])([O-])=O.[K+].[K+].Br[CH2:24][CH2:25][CH2:26][OH:27]>CC(=O)CC>[O:1]1[CH2:6][CH2:5][CH2:4][CH2:3][CH:2]1[O:7][CH2:8][CH2:9][C:10]1[CH:15]=[CH:14][C:13]([CH2:24][CH2:25][CH2:26][OH:27])=[CH:12][CH:11]=1 |f:1.2.3|. Procedure details: To a solution of 4-(2-tetrahydropyran-2-yloxyethyl)phenol (9, 8.0 g, 36 mmoles) in 2-butanone (100 mL) were added K2CO3 (10.0 g, 72 mmoles) and 3-bromopropanol (6.5 mL, 72 mmoles). The solution was refluxed 18 hours with mechanical stirring. After cooling, the mixture was filtered and the solvent removed under reduced pressure to afford 13.0 g of crude oil. This was purified by flash chromatography on silica gel (solvent=80:20 ethyl acetate:heptane). The pure fractions were pooled and the solven... Starting materials: CC(C)CNCC(O)C(Cc1ccc(OCc2ccccc2)cc1)NC(=O)OC(C)(C)C, [H][H], C1CCOC1, [Pd]. Yields the product CC(C)CNCC(O)C(Cc1ccc(O)cc1)NC(=O)OC(C)(C)C. Reaction SMILES: [CH2:1]([c:2]1[cH:3][cH:4][cH:5][cH:6][cH:7]1)[O:8][c:9]1[cH:10][cH:11][c:12]([CH2:13][CH:14]([CH:15]([CH2:16][NH:17][CH2:18][CH:19]([CH3:20])[CH3:21])[OH:22])[NH:23][C:24]([O:25][C:26]([CH3:27])([CH3:28])[CH3:29])=[O:30])[cH:31][cH:32]1.[H:33][H:34].[O:35]1[CH2:36][CH2:37][CH2:38][CH2:39]1.[Pd:40]>>[OH:8][c:9]1[cH:10][cH:11][c:12]([CH2:13][CH:14]([CH:15]([CH2:16][NH:17][CH2:18][CH:19]([CH3:20])[CH3:21])[OH:22])[NH:23][C:24]([O:25][C:26]([CH3:27])([CH3:28])[CH3:29])=[O:30])[cH:31][cH:32]1. Starting materials: [H-].[Na+] (Sodium hydride), BrC1=CC=CC(=N1)CNCC(=O)OCC (Ethyl N-[(6-bromopyridin-2-yl)methyl]glycinate), ClC(=O)OCC1=CC=CC=C1 (Benzyl chloroformate). Solvent: CN(C)C=O (DMF), C(C)(=O)OCC (ethyl acetate). Reaction conditions: temperature 0 celsius. The product is C(C1=CC=CC=C1)OC(=O)N(CC(=O)OCC)CC1=NC(=CC=C1)Br (Ethyl N-[(benzyloxy)carbonyl]-N-[(6-bromopyridin-2-yl)methyl]glycinate). As a reaction SMILES: [H-].[Na+].[Br:3][C:4]1[N:9]=[C:8]([CH2:10][NH:11][CH2:12][C:13]([O:15][CH2:16][CH3:17])=[O:14])[CH:7]=[CH:6][CH:5]=1.Cl[C:19]([O:21][CH2:22][C:23]1[CH:28]=[CH:27][CH:26]=[CH:25][CH:24]=1)=[O:20]>CN(C=O)C.C(OCC)(=O)C>[CH2:22]([O:21][C:19]([N:11]([CH2:10][C:8]1[CH:7]=[CH:6][CH:5]=[C:4]([Br:3])[N:9]=1)[CH2:12][C:13]([O:15][CH2:16][CH3:17])=[O:14])=[O:20])[C:23]1[CH:28]=[CH:27][CH:26]=[CH:25][CH:24]=1 |f:0.1|. Procedure details: Sodium hydride (88 mg, 2.20 mmol) was suspended in DMF (2.93 mL) and cooled to 0° C. Ethyl N-[(6-bromopyridin-2-yl)methyl]glycinate (200 mg, 0.73 mmol) was added and the solution was stirred for thirty minutes at 0° C. Benzyl chloroformate (0.11 mL, 0.73 mmol) was added and the solution was heated at 50° C. and allowed to stir until completion. The reaction was diluted with ethyl acetate, washed with water, dried over magnesium sulfate, filtered and concentrated. The crude mixture was purified b... Reactants: BrN1C(CCC1=O)=O (N-bromosuccinimide), ClC1=CC(=C(C(=O)OC)C=C1)C (methyl 4-chloro-2-methylbenzoate), C(O)([O-])=O.[Na+] (sodium hydrogen carbonate). The reagents and catalysts are N(=NC(C#N)(C)C)C(C#N)(C)C (2,2′-azobis(isobutyronitrile)). Run in C(C)(=O)OC(C)(C)C (t-butyl acetate). Yields the product ClC1=CC(=C(C(=O)OC)C=C1)CBr (methyl 4-chloro-2-bromomethylbenzoate). The yield is 83.9%. Reaction SMILES: [Br:1]N1C(=O)CCC1=O.[Cl:9][C:10]1[CH:19]=[CH:18][C:13]([C:14]([O:16][CH3:17])=[O:15])=[C:12]([CH3:20])[CH:11]=1.C(=O)([O-])O.[Na+]>C(OC(C)(C)C)(=O)C.N(C(C)(C)C#N)=NC(C)(C)C#N>[Cl:9][C:10]1[CH:19]=[CH:18][C:13]([C:14]([O:16][CH3:17])=[O:15])=[C:12]([CH2:20][Br:1])[CH:11]=1 |f:2.3|. Procedure details: (Step 2) A solution of N-bromosuccinimide (6.33 g), 2,2′-azobis(isobutyronitrile) (0.27 g) and methyl 4-chloro-2-methylbenzoate obtained in Step 1 (5.05 g) in t-butyl acetate (80 ml) was stirred overnight at 90° C. The mixture was allowed to cool to room temperature, poured into aqueous sodium hydrogen carbonate solution, and extracted with ethyl acetate. The organic layer was washed with saturated brine, dried over magnesium sulfate, and filtered. The solvent was evaporated under reduced pressu...